This data is from the Open Reaction Database (ORD), a public repository of structured organic reaction records. The task is: describe an organic reaction: reactants, conditions, products, and yield Reactants: C(=O)(OC(C)(C)C)N1CCNCC1 (1-boc-piperazine), BrCCF (1-bromo-2-fluoroethane), C(C)(C)N(C(C)C)CC (N,N-diisopropyl ethyl amine). Solvent: C(C)#N (acetonitrile). The product is C(C)(C)(C)OC(=O)N1CCN(CC1)CCF (4-(2-fluoro-ethyl)-piperazine-1-carboxylic acid tert-butyl ester). Yield: 98.5%. As a reaction SMILES: [C:1]([N:8]1[CH2:13][CH2:12][NH:11][CH2:10][CH2:9]1)([O:3][C:4]([CH3:7])([CH3:6])[CH3:5])=[O:2].Br[CH2:15][CH2:16][F:17].C(N(CC)C(C)C)(C)C>C(#N)C>[C:4]([O:3][C:1]([N:8]1[CH2:9][CH2:10][N:11]([CH2:15][CH2:16][F:17])[CH2:12][CH2:13]1)=[O:2])([CH3:7])([CH3:6])[CH3:5]. Reported procedure: Heat a mixture of 1-boc-piperazine (4.08 g, 21.9 mmol), 1-bromo-2-fluoroethane (16.68 g, 0.131 mol) and N,N-diisopropyl ethyl amine (17.0 g, 0.131 mol) in acetonitrile (40 mL) to 50° C. for 16 hours and then heat to reflux for 7 additional hours. Cool the reaction to room temperature and remove the solvent in vacuo. Treat the residue with 1 N NaOH (25 mL) and extract twice with ethyl acetate. Dry the organic layer with Na2SO4 and purify the crude product on silica with a 0 to 10% Methanol in CH2... Starting materials: C1CCOC1, C[Si](C)(C)[N-][Si](C)(C)C, COCCOC, CI, [Na+], CC(C)(C)OC(=O)N1C(=O)COCC1c1ccccc1. The product is CC1OCC(c2ccccc2)N(C(=O)OC(C)(C)C)C1=O. Reaction SMILES: [CH2:11]1[O:12][CH2:13][CH2:14][CH2:15]1.[CH3:1][Si:2]([N-:3][Si:4]([CH3:5])([CH3:6])[CH3:7])([CH3:8])[CH3:9].[CH3:38][O:39][CH2:40][CH2:41][O:42][CH3:43].[I:36][CH3:37].[Na+:10].[O:16]=[C:17]1[CH2:18][O:19][CH2:20][CH:21]([c:30]2[cH:31][cH:32][cH:33][cH:34][cH:35]2)[N:22]1[C:23](=[O:24])[O:25][C:26]([CH3:27])([CH3:28])[CH3:29]>>[CH3:11][CH:18]1[C:17](=[O:16])[N:22]([C:23](=[O:24])[O:25][C:26]([CH3:27])([CH3:28])[CH3:29])[CH:21]([c:30]2[cH:31][cH:32][cH:33][cH:34][cH:35]2)[CH2:20][O:19]1. The reactants are CS(=O)(=O)OC1=CC=C2C=CC(=C(C2=C1)NC(=O)OC(C)(C)C)Br (2-bromo-1-(tert-butoxycarbonylamino)naphth-7-yl methanesulfonate), CC(C)([O-])C.[K+] (potassium tert-butoxide), Cl (HCl). The solvent is CS(=O)C (DMSO), O (water). Reaction conditions: time 1 hour. Yields the product BrC1=C(C2=CC(=CC=C2C=C1)O)NC(=O)OC(C)(C)C (2-Bromo-1-(tert-butoxycarbonylamino)-7-hydroxynaphthalene). As a reaction SMILES: CS([O:5][C:6]1[CH:15]=[C:14]2[C:9]([CH:10]=[CH:11][C:12]([Br:24])=[C:13]2[NH:16][C:17]([O:19][C:20]([CH3:23])([CH3:22])[CH3:21])=[O:18])=[CH:8][CH:7]=1)(=O)=O.CC(C)([O-])C.[K+].Cl>CS(C)=O.O>[Br:24][C:12]1[CH:11]=[CH:10][C:9]2[C:14](=[CH:15][C:6]([OH:5])=[CH:7][CH:8]=2)[C:13]=1[NH:16][C:17]([O:19][C:20]([CH3:23])([CH3:22])[CH3:21])=[O:18] |f:1.2|. Procedure details: To a stirred solution of 2-bromo-1-(tert-butoxycarbonylamino)naphth-7-yl methanesulfonate, as described above in Step E, (5.87 g, 14.09 mmol) in DMSO (70 mL) was added potassium tert-butoxide (5.17 g, 42.27 mmol) in one portion. The reaction mixture was stirred at ambient temperature for 1 hour, then neutralized with aqueous HCl, diluted with water and extracted with Et2O (2×). The combined organic extracts were washed with water (3×), dried over Na2SO4, filtered and concentrated in vacuo, to yi... Reactants: C(CC)(=O)C1=CC=CC=C1 (propiophenone), [C-]#N.[K+] (KCN), [NH4+].[Cl-] (NH4Cl). The solvent is [NH4+].[OH-] (NH4OH), CCO (EtOH). Reaction conditions: time 4 day. Product: NC(C#N)(CC)C1=CC=CC=C1 (2-Amino-2-phenylbutanenitrile). Yield: 81.0%. As a reaction SMILES: [C:1]([C:5]1[CH:10]=[CH:9][CH:8]=[CH:7][CH:6]=1)(=O)[CH2:2][CH3:3].[C-:11]#[N:12].[K+].[NH4+:14].[Cl-]>[NH4+].[OH-].CCO>[NH2:14][C:1]([C:5]1[CH:10]=[CH:9][CH:8]=[CH:7][CH:6]=1)([CH2:2][CH3:3])[C:11]#[N:12] |f:1.2,3.4,5.6|. Reported procedure: A mixture of propiophenone (30 g), KCN (34.5 g) and NH4Cl (30 g) in 180 mL of conc. NH4OH and 120 mL of EtOH is stirred at ambient temperature for 4 days. The reaction mixture is concentrated under vacuum and ether was added to the solid residue. The ether suspension is filtered and solid is washed with ether. Excess 1M of HCl in ether is added to the filtrate to precipitate HCl salt. The white solid is collected by filtration, washed with hexane and ether, and dried to give 29 g of the title co... The reactants are ClC1=CC=C(C2=CC=CC=C12)O (4-chloro-1-naphthol), ClC=1C(=C(C=C(C1)C)[N+](=O)[O-])C (3-chloro-2,5-dimethyl-1-nitrobenzene), C([O-])([O-])=O.[K+].[K+] (potassium carbonate). Run in CS(=O)C (dimethylsulfoxide). Conditions: temperature 130 celsius. Yields the product ClC=1C(=C(C=C(C1OC1=CC=C(C2=CC=CC=C12)Cl)C)[N+](=O)[O-])C (3-chloro-4-(4-chloro-1-naphthoxy)-2,5-dimethyl-1-nitrobenzene). Isolated yield 47.5%. Reaction SMILES: [Cl:1][C:2]1[C:11]2[C:6](=[CH:7][CH:8]=[CH:9][CH:10]=2)[C:5]([OH:12])=[CH:4][CH:3]=1.[Cl:13][C:14]1[C:15]([CH3:24])=[C:16]([N+:21]([O-:23])=[O:22])[CH:17]=[C:18]([CH3:20])[CH:19]=1.C(=O)([O-])[O-].[K+].[K+]>CS(C)=O>[Cl:13][C:14]1[C:15]([CH3:24])=[C:16]([N+:21]([O-:23])=[O:22])[CH:17]=[C:18]([CH3:20])[C:19]=1[O:12][C:5]1[C:6]2[C:11](=[CH:10][CH:9]=[CH:8][CH:7]=2)[C:2]([Cl:1])=[CH:3][CH:4]=1 |f:2.3.4|. Procedure: Into a solution containing 9.10 grams (51.1 mmol) of 4-chloro-1-naphthol and 10.12 grams (46.0 mmol) of 3-chloro-2,5-dimethyl-1-nitrobenzene in 22 milliliters of dimethylsulfoxide at room temperature and under a nitrogen atmosphere was added 8.89 grams (64.4 mmol) of anhydrous potassium carbonate. The resulting mixture was heated to a temperature of 130° C. and maintained at that temperature for a period of 6 hours. The reaction mixture was then filtered and the filtrate was diluted with 20 mill... Starting materials: O=C(O)CBr, CCN=C=NCCCN(C)C, Cl, Cl, CC1(C)SC2C(N)C(=O)N2C1c1nnn[nH]1, [Na+], [OH-], O. Product: CC1(C)SC2C(NC(=O)CBr)C(=O)N2C1c1nnn[nH]1. RXN SMILES: [Br:17][CH2:18][C:19](=[O:20])[OH:21].[CH2:25]([N:26]=[C:27]=[N:28][CH2:29][CH2:30][CH2:31][N:32]([CH3:33])[CH3:34])[CH3:35].[ClH:24].[ClH:36].[NH2:1][CH:2]1[CH:3]2[N:4]([CH:5]([c:10]3[n:11][n:12][n:13][nH:14]3)[C:6]([CH3:8])([CH3:9])[S:7]2)[C:15]1=[O:16].[Na+:23].[OH-:22].[OH2:37]>>[NH:1]([CH:2]1[CH:3]2[N:4]([CH:5]([c:10]3[nH:11][n:12][n:13][n:14]3)[C:6]([CH3:8])([CH3:9])[S:7]2)[C:15]1=[O:16])[C:19]([CH2:18][Br:17])=[O:20].